Dataset: the Open Reaction Database (ORD), a public repository of structured organic reaction records. Task: describe an organic reaction: reactants, conditions, products, and yield The reactants are solution, C(C)(C)[N-]C(C)C.[Li+] (lithium diisopropylamide), C(Br)(Br)(Br)Br (carbon tetrabromide), [Cl-].[NH4+] (ammonium chloride), C(C1=CC=CC=C1)N1C=NC=2N(C(N3C(C12)=N[C@@H](C3)CC3=CC=CC=C3)=O)CCC ((R)-1,8-dibenzyl-7,8-dihydro-4-(n-propyl)-1Himidazo[2,1-i]purin-5(4H)-one). Run in C1CCCCC1 (cyclohexane), O1CCCC1 (tetrahydrofuran), O1CCCC1 (tetrahydrofuran). Conditions: time 1 hour. The product is C(C1=CC=CC=C1)N1C(=NC=2N(C(N3C(C12)=N[C@@H](C3)CC3=CC=CC=C3)=O)CCC)Br ((R)-1,8-Dibenzyl-2-bromo-7,8-dihydro-4-(n-propyl)-1H-imidazo[2,1-i]purin-5(4H)-one). Isolated yield 72.1%. Reaction SMILES: [CH2:1]([N:8]1[C:16]2[C:15]3=[N:17][C@H:18]([CH2:20][C:21]4[CH:26]=[CH:25][CH:24]=[CH:23][CH:22]=4)[CH2:19][N:14]3[C:13](=[O:27])[N:12]([CH2:28][CH2:29][CH3:30])[C:11]=2[N:10]=[CH:9]1)[C:2]1[CH:7]=[CH:6][CH:5]=[CH:4][CH:3]=1.C([N-]C(C)C)(C)C.[Li+].C(Br)(Br)(Br)[Br:40].[Cl-].[NH4+]>O1CCCC1.C1CCCCC1>[CH2:1]([N:8]1[C:16]2[C:15]3=[N:17][C@H:18]([CH2:20][C:21]4[CH:22]=[CH:23][CH:24]=[CH:25][CH:26]=4)[CH2:19][N:14]3[C:13](=[O:27])[N:12]([CH2:28][CH2:29][CH3:30])[C:11]=2[N:10]=[C:9]1[Br:40])[C:2]1[CH:7]=[CH:6][CH:5]=[CH:4][CH:3]=1 |f:1.2,4.5|. Procedure details: To Compound 13a (6.65 g, 21.2 mmol) obtained in Example 13 was added (R)-phenylalaminol (4.80 g, 31.7 mmol, 1.5 equivalents) and the mixture was stirred with heating at 150° C. for 4 hours. The reaction mixture was directly purified by silica gel column chromatography (chloroform:methanol=100:1 to 100:3) to obtain an adduct (2.66 g, 30%). To the resulting adduct (2.66 g, 6.37 mmol) was added thionyl chloride (5 mL) and the mixture was stirred with heating at 60° C. for 2.5 hours. After the thion...